This data is from the Open Reaction Database (ORD), a public repository of structured organic reaction records. The task is: describe an organic reaction: reactants, conditions, products, and yield Starting materials: COC(=O)[C@@H]1CC[C@H](CC1)OC1=CC=C(C(=O)OC(C)(C)C)C=C1 (tert-butyl trans-4-(4-methoxycarbonylcyclohexyloxy)benzoate), FC(C(=O)O)(F)F (trifluoroacetic acid). The solvent is ClCCl (dichloromethane). Run at temperature 4 celsius. The product is COC(=O)[C@@H]1CC[C@H](CC1)OC1=CC=C(C(=O)O)C=C1 (trans-4-(4-methoxycarbonylcyclohexyloxy)benzoic acid). Isolated yield 75.2%. RXN SMILES: C[O:2][C:3]([C@H:5]1[CH2:10][CH2:9][C@H:8]([O:11][C:12]2[CH:24]=[CH:23][C:15]([C:16]([O:18][C:19](C)(C)C)=[O:17])=[CH:14][CH:13]=2)[CH2:7][CH2:6]1)=[O:4].FC(F)(F)C(O)=O>ClCCl>[CH3:19][O:18][C:16]([C@H:15]1[CH2:23][CH2:24][C@H:12]([O:11][C:8]2[CH:7]=[CH:6][C:5]([C:3]([OH:4])=[O:2])=[CH:10][CH:9]=2)[CH2:13][CH2:14]1)=[O:17]. Procedure details: 1.6 g of tert-butyl trans-4-(4-methoxycarbonylcyclohexyloxy)benzoate (4.78 mmol, 1 eq.) are placed in dichloromethane. The reaction medium is cooled to a temperature of 4° C. with stirring in an ice bath. 3 mL of trifluoroacetic acid (40.39 mmol, 8.44 eq.) are added and the ice bath is removed. After stirring for 17 hours at room temperature, the medium is concentrated, taken up in diethyl ether and filtered to give 1.0 g of trans-4-(4-methoxycarbonylcyclohexyloxy)benzoic acid. Starting materials: C(C)(=O)OCC (ethyl acetate), Cl (hydrochloric acid), C1(=CC=CC=C1)C1(C=CC(C1)=O)C1=CC=CC=C1 (4,4-diphenyl-2-cyclopenten-1-one), solution, [H-].C(C(C)C)[Al+]CC(C)C (diisobutylaluminum hydride). The solvent is C1(=CC=CC=C1)C (toluene), CCCCCC (n-hexane). Conditions: time 20 minute. Product: C1(=CC=CC=C1)C1(C=CC(C1)O)C1=CC=CC=C1 (4,4-diphenyl-2-cyclopenten-1-ol). Yield: 95.8%. Reaction SMILES: [C:1]1([C:7]2([C:13]3[CH:18]=[CH:17][CH:16]=[CH:15][CH:14]=3)[CH2:11][C:10](=[O:12])[CH:9]=[CH:8]2)[CH:6]=[CH:5][CH:4]=[CH:3][CH:2]=1.[H-].C([Al+]CC(C)C)C(C)C.C(OCC)(=O)C.Cl>C1(C)C=CC=CC=1.CCCCCC>[C:1]1([C:7]2([C:13]3[CH:18]=[CH:17][CH:16]=[CH:15][CH:14]=3)[CH2:11][CH:10]([OH:12])[CH:9]=[CH:8]2)[CH:2]=[CH:3][CH:4]=[CH:5][CH:6]=1 |f:1.2|. Procedure: To a solution of 4,4-diphenyl-2-cyclopenten-1-one (0.30 g) in toluene (3 ml) was added a 1M solution of diisobutylaluminum hydride in n-hexane (2.0 ml) at -5° C. to 4° C. After being stirred for 20 minutes, ethyl acetate (3 ml) and 10% hydrochloric acid (2 ml) was added to the solution successively, and the mixture was extracted with ethyl acetate. The extract was washed with brine, dried over sodium sulfate and evaporated in vacuo. The residue was purified by column chromatography on silica gel... Starting materials: BrC1=CC(=C(C=C1F)C#CC1=CC=C(C=C1)CCC)F (4-Bromo-2,5-difluoro-4'-propyltolane), C(CC)C1=CC=C(C=C1)C#C (4-propylphenylacetylene), Cl (hydrochloric acid), ice. Reagents/catalysts: Cl[Pd]([P](C1=CC=CC=C1)(C2=CC=CC=C2)C3=CC=CC=C3)([P](C4=CC=CC=C4)(C5=CC=CC=C5)C6=CC=CC=C6)Cl (bis(triphenylphosphine)palladium(II) chloride), C1(=CC=CC=C1)P(C1=CC=CC=C1)C1=CC=CC=C1 (triphenylphosphine), [Cu]I (copper(I) iodide). Solvent: C(C)N(CC)CC (triethylamine). Yields the product C(CC)C1=CC=C(C=C1)C#CC1=C(C=C(C(=C1)F)C#CC1=CC=C(C=C1)CCC)F (1,4-bis(4'-propylphenylethynyl)-2,5-difluorobenzene). The yield is 44.8%. RXN SMILES: Br[C:2]1[C:7]([F:8])=[CH:6][C:5]([C:9]#[C:10][C:11]2[CH:16]=[CH:15][C:14]([CH2:17][CH2:18][CH3:19])=[CH:13][CH:12]=2)=[C:4]([F:20])[CH:3]=1.[CH2:21]([C:24]1[CH:29]=[CH:28][C:27]([C:30]#[CH:31])=[CH:26][CH:25]=1)[CH2:22][CH3:23].Cl>C(N(CC)CC)C.Cl[Pd](Cl)([P](C1C=CC=CC=1)(C1C=CC=CC=1)C1C=CC=CC=1)[P](C1C=CC=CC=1)(C1C=CC=CC=1)C1C=CC=CC=1.[Cu]I.C1(P(C2C=CC=CC=2)C2C=CC=CC=2)C=CC=CC=1>[CH2:17]([C:14]1[CH:15]=[CH:16][C:11]([C:10]#[C:9][C:5]2[CH:6]=[C:7]([F:8])[C:2]([C:31]#[C:30][C:27]3[CH:28]=[CH:29][C:24]([CH2:21][CH2:22][CH3:23])=[CH:25][CH:26]=3)=[CH:3][C:4]=2[F:20])=[CH:12][CH:13]=1)[CH2:18][CH3:19] |^1:42,61|. Reported procedure: 4-Bromo-2,5-difluoro-4'-propyltolane (5.0 g), 4-propylphenylacetylene (2.1 g), triphenylphosphine (0.06 g) and bis(triphenylphosphine)palladium(II) chloride (0.04 g) were dissolved in triethylamine (33 ml) under nitrogen atmosphere, and then copper(I) iodide (0.01 g) was added thereto, followed by refluxing for 5 hours. The reaction solution was poured into a mixture of concentrated hydrochloric acid (16 ml) and ice (30 g), and then extracted with chloroform. After washing the resultant with wat... Starting materials: [Li+].C[Si](C)(C)[N-][Si](C)(C)C (LiHMDS), Cl (HCl), FC1=C(C=CC(=C1)F)[N+](=O)[O-] (2,4-difluoro-1-nitro-benzene), C1[C@H]([C@@H]2[C@H](O1)[C@@H](CO2)O)O (1,4:3,6-dianhydro-D-mannitol). The solvent is C1CCOC1 (THF), C1CCOC1 (THF). The product is FC=1C=CC(=C(O[C@@H]2CO[C@H]3[C@@H]2OC[C@H]3O)C1)[N+](=O)[O-] ((3R,3aR,6R,6aR)-6-(5-fluoro-2-nitro-phenoxy)-2,3,3a,5,6,6a-hexahydrofuro[3,2-b]furan-3-ol). RXN SMILES: F[C:2]1[CH:7]=[C:6]([F:8])[CH:5]=[CH:4][C:3]=1[N+:9]([O-:11])=[O:10].[CH2:12]1[O:16][C@@H:15]2[C@H:17]([OH:20])[CH2:18][O:19][C@@H:14]2[C@@H:13]1[OH:21].[Li+].C[Si]([N-][Si](C)(C)C)(C)C.Cl>C1COCC1>[F:8][C:6]1[CH:5]=[CH:4][C:3]([N+:9]([O-:11])=[O:10])=[C:2]([CH:7]=1)[O:21][C@H:13]1[C@H:14]2[O:19][CH2:18][C@@H:17]([OH:20])[C@H:15]2[O:16][CH2:12]1 |f:2.3|. Reported procedure: 2.2 ml (20.0 mmol) 2,4-difluoro-1-nitro-benzene and 2.9 g (20.0 mmol) 1,4:3,6-dianhydro-D-mannitol in 70 ml THF are cooled to −5° C. 20 ml (20.0 mml) 1M LiHMDS in THF are added dropwise and the reaction mixture is allowed to warm to RT and stirred over night. 1M HCl is added and the mixture is extracted with EtOAc. The organic phases are pooled and washed with water, dried and evaporated. The residue is purified by FC.